From a dataset of the Open Reaction Database (ORD), a public repository of structured organic reaction records. describe an organic reaction: reactants, conditions, products, and yield The reactants are CC(=O)[O-], CC(=O)[O-], Clc1ccc(I)cc1, [Pd+2], c1ccc(P(c2ccccc2)c2ccccc2)cc1, Cc1ccccc1C. Yields the product [I-], Clc1ccc([P+](c2ccccc2)(c2ccccc2)c2ccccc2)cc1. RXN SMILES: [C:36]([O-:37])(=[O:38])[CH3:39].[C:41]([O-:42])(=[O:43])[CH3:44].[Cl:20][c:21]1[cH:22][cH:23][c:24]([I:27])[cH:25][cH:26]1.[Pd+2:40].[c:1]1([P:7]([c:8]2[cH:9][cH:10][cH:11][cH:12][cH:13]2)[c:14]2[cH:15][cH:16][cH:17][cH:18][cH:19]2)[cH:2][cH:3][cH:4][cH:5][cH:6]1.[c:28]1([CH3:29])[c:30]([CH3:31])[cH:32][cH:33][cH:34][cH:35]1>>[I-:27].[c:1]1([P+:7]([c:8]2[cH:9][cH:10][cH:11][cH:12][cH:13]2)([c:14]2[cH:15][cH:16][cH:17][cH:18][cH:19]2)[c:24]2[cH:23][cH:22][c:21]([Cl:20])[cH:26][cH:25]2)[cH:2][cH:3][cH:4][cH:5][cH:6]1. Starting materials: CCOc1nc(I)ccc1OC, N#C[Cu]C#N, CN(C)C=O. Yields the product CCOc1nc(C#N)ccc1OC. As a reaction SMILES: [CH2:1]([CH3:2])[O:3][c:4]1[n:5][c:6]([I:12])[cH:7][cH:8][c:9]1[O:10][CH3:11].[Cu:13]([C:14]#[N:15])[C:16]#[N:17].[O:18]=[CH:19][N:20]([CH3:21])[CH3:22]>>[CH2:1]([CH3:2])[O:3][c:4]1[n:5][c:6]([C:14]#[N:15])[cH:7][cH:8][c:9]1[O:10][CH3:11].